The task is: describe an organic reaction: reactants, conditions, products, and yield. This data is from the Open Reaction Database (ORD), a public repository of structured organic reaction records. Starting materials: C(C)(=O)OCC (Ethyl acetate), C(C)(=O)O.C(=N)N (Formamidine acetate), FC=1C=CC(=NC1)[C@H](CC)NC1=CC=C(C(=N1)NC1=NNC(=C1)OC(C)C)[N+](=O)[O-] (N6-[(1S)-1-(5-fluoropyridin-2-yl)propyl]-N2-(5-isopropoxy-1H-pyrazol-3-yl)-3-nitropyridine-2,6-diamine), FC=1C=CC(=NC1)[C@H](CC)NC1=CC=C(C(=N1)NC1=NNC(=C1)OC(C)C)[N+](=O)[O-] (N6-[(1S)-1-(5-fluoropyridin-2-yl)propyl]-N2-(5-isopropoxy-1H-pyrazol-3-yl)-3-nitropyridine-2,6-diamine), C(C)O (ethanol). The reagents and catalysts are [Pd] (Pd—C). Solvent: [Cl-].[Na+].O (brine). The product is FC=1C=CC(=NC1)[C@H](CC)NC1=CC=C2C(=N1)N(C=N2)C2=NNC(=C2)OC(C)C (N-[(1S)-1-(5-Fluoropyridin-2-yl)propyl]-3-(5-isopropoxy-1H-pyrazol-3-yl)-3H-imidazo[4,5-b]pyridin-5-amine). Reaction SMILES: [F:1][C:2]1[CH:3]=[CH:4][C:5]([C@@H:8]([NH:11][C:12]2[N:17]=[C:16]([NH:18][C:19]3[CH:23]=[C:22]([O:24][CH:25]([CH3:27])[CH3:26])[NH:21][N:20]=3)[C:15]([N+:28]([O-])=O)=[CH:14][CH:13]=2)[CH2:9][CH3:10])=[N:6][CH:7]=1.[CH2:31](O)C.C(O)(=O)C.C(N)=N.C(OCC)(=O)C>[Cl-].[Na+].O.[Pd]>[F:1][C:2]1[CH:3]=[CH:4][C:5]([C@@H:8]([NH:11][C:12]2[N:17]=[C:16]3[N:18]([C:19]4[CH:23]=[C:22]([O:24][CH:25]([CH3:27])[CH3:26])[NH:21][N:20]=4)[CH:31]=[N:28][C:15]3=[CH:14][CH:13]=2)[CH2:9][CH3:10])=[N:6][CH:7]=1 |f:2.3,5.6.7|. Procedure: N6-[(1S)-1-(5-fluoropyridin-2-yl)propyl]-N2-(5-isopropoxy-1H-pyrazol-3-yl)-3-nitropyridine-2,6-diamine (Intermediate 36, 0.45 g) was dissolved into ethanol (20 mL) with Pd—C (150 mg) and a hydrogen inlet. The mixture was stirred at room temperature until no starting material was detected with TLC or LCMS. Formamidine acetate (0.5 g) was added to the filtrate after the filtration of resulting mixture. The mixture was stirred at 85° C. for 4 hours. Ethyl acetate (40 mL) was added into the resultin... Reactants: C(C)N1C(=C(C2=CC=CC=C12)C(C(=O)O)CC(=O)C1=C(N(C2=CC=CC=C12)CC)C)C (2,4-bis(1-ethyl-2-methyl-3-indolyl)-4-oxobutanoic acid). Solvent: C(C)(=O)OC(C)=O (acetic anhydride). The product is C(C)N1C(=C(C2=CC=CC=C12)C1C(OC(=C1)C1=C(N(C2=CC=CC=C12)CC)C)=O)C (3,5-bis(1-ethyl-2-methyl-3-indolyl)-2(3H)-furanone). The yield is 88.9%. RXN SMILES: [CH2:1]([N:3]1[C:11]2[C:6](=[CH:7][CH:8]=[CH:9][CH:10]=2)[C:5]([CH:12]([CH2:16][C:17]([C:19]2[C:27]3[C:22](=[CH:23][CH:24]=[CH:25][CH:26]=3)[N:21]([CH2:28][CH3:29])[C:20]=2[CH3:30])=O)[C:13]([OH:15])=[O:14])=[C:4]1[CH3:31])[CH3:2]>C(OC(=O)C)(=O)C>[CH2:1]([N:3]1[C:11]2[C:6](=[CH:7][CH:8]=[CH:9][CH:10]=2)[C:5]([CH:12]2[CH:16]=[C:17]([C:19]3[C:27]4[C:22](=[CH:23][CH:24]=[CH:25][CH:26]=4)[N:21]([CH2:28][CH3:29])[C:20]=3[CH3:30])[O:15][C:13]2=[O:14])=[C:4]1[CH3:31])[CH3:2]. Procedure details: A mixture of 40.0 g (0.096 mole) of 2,4-bis(1-ethyl-2-methyl-3-indolyl)-4-oxobutanoic acid (prepared as in Example 3, part A) and 450 ml of acetic anhydride was stirred approximately seventeen hours at ambient temperature under an atmosphere of air. The solid that formed was collected by filtration and washed first with acetic anhydride and then with diethyl ether. After drying at 60° C. in vacuo there was obtained 34.0 g of 3,5-bis(1-ethyl-2-methyl-3-indolyl)-2(3H)-furanone (Formula II: R=CH3CH... Yields the product Cn1c(=O)oc2ccccc21. Starting materials: CI, [H-], [Na+], C1CCOC1, O=c1[nH]c2ccccc2o1. Reaction SMILES: [CH3:13][I:14].[H-:2].[Na+:1].[O:15]1[CH2:16][CH2:17][CH2:18][CH2:19]1.[o:3]1[c:4](=[O:12])[nH:5][c:6]2[c:7]1[cH:8][cH:9][cH:10][cH:11]2>>[o:3]1[c:4](=[O:12])[n:5]([CH3:13])[c:6]2[c:7]1[cH:8][cH:9][cH:10][cH:11]2.